describe an organic reaction: reactants, conditions, products, and yield From a dataset of the Open Reaction Database (ORD), a public repository of structured organic reaction records. The reactants are C([O-])([O-])=O.[K+].[K+] (Potassium carbonate), ClC=1C=NC(=NC1)S(=O)(=O)C (5-chloro-2-methylsulphonylpyrimidine), COC1=CC=C(C=C1)S (4-methoxythiophenol). Run in C(C)C(=O)C (methyl ethyl ketone). The product is ClC=1C=NC(=NC1)SC1=CC=C(C=C1)OC (5-chloro-2-(4-methoxyphenylthio)pyrimidine). Yield: 96.7%. As a reaction SMILES: C(=O)([O-])[O-].[K+].[K+].[Cl:7][C:8]1[CH:9]=[N:10][C:11]([S:14]([CH3:17])(=O)=O)=[N:12][CH:13]=1.[CH3:18][O:19][C:20]1[CH:25]=[CH:24]C(S)=[CH:22][CH:21]=1>C(C(C)=O)C>[Cl:7][C:8]1[CH:9]=[N:10][C:11]([S:14][C:17]2[CH:24]=[CH:25][C:20]([O:19][CH3:18])=[CH:21][CH:22]=2)=[N:12][CH:13]=1 |f:0.1.2|. Procedure: Potassium carbonate (5.8 g) was added to a solution of 5-chloro-2-methylsulphonylpyrimidine (6.7 g) and 4-methoxythiophenol (5.0 g) in methyl ethyl ketone (50 ml) and the mixture was stirred and boiled under reflux for 3 hours. The solvent was evaporated under reduced pressure and the residue partitioned between chloroform and 5% sodium hydroxide aqueous solution. The chloroform extracts were dried (Mg SO4) and evaporated under reduced pressure to give 5-chloro-2-(4-methoxyphenylthio)pyrimidine ... Starting materials: C([O-])(O)=O.[Na+] (sodium bicarbonate), BrC=1C(=C(C(=O)O)C=CC1)F (3-bromo-2-fluorobenzoic acid), N1(CCNCC1)C(=O)OC(C)(C)C (tert-butyl piperazine-1-carboxylate), O.OC1=CC=CC=2NN=NC21 (hydroxybenzotriazole monohydrate), Cl.CN(CCCN=C=NCC)C (1-(3-dimethylaminopropyl)-3-ethylcarbodiimide hydrochloride). Run in C(Cl)(Cl)Cl (chloroform). Conditions: time 4 hour. Product: BrC=1C(=C(C(=O)N2CCN(CC2)C(=O)OC(C)(C)C)C=CC1)F (tert-butyl 4-(3-bromo-2-fluorobenzoyl)piperazine-1-carboxylate). Reaction SMILES: [Br:1][C:2]1[C:3]([F:11])=[C:4]([CH:8]=[CH:9][CH:10]=1)[C:5]([OH:7])=O.[N:12]1([C:18]([O:20][C:21]([CH3:24])([CH3:23])[CH3:22])=[O:19])[CH2:17][CH2:16][NH:15][CH2:14][CH2:13]1.O.OC1C2N=NNC=2C=CC=1.Cl.CN(C)CCCN=C=NCC.C(=O)(O)[O-].[Na+]>C(Cl)(Cl)Cl>[Br:1][C:2]1[C:3]([F:11])=[C:4]([CH:8]=[CH:9][CH:10]=1)[C:5]([N:15]1[CH2:14][CH2:13][N:12]([C:18]([O:20][C:21]([CH3:24])([CH3:23])[CH3:22])=[O:19])[CH2:17][CH2:16]1)=[O:7] |f:2.3,4.5,6.7|. Procedure: To a mixture of 220 mg of 3-bromo-2-fluorobenzoic acid, 199 mg of tert-butyl piperazine-1-carboxylate and 5.0 ml of chloroform was added 171 mg of hydroxybenzotriazole monohydrate and 215 mg of 1-(3-dimethylaminopropyl)-3-ethylcarbodiimide hydrochloride under cooling with ice, successively. After stirring at room temperature for 4 hours, saturated sodium bicarbonate was added to the reaction mixture, and the resulting mixture was extracted with chloroform. The organic layer was dried over anhydr... The yield is 90.1%. RXN SMILES: [Cr](Cl)([O-])(=O)=O.[NH+]1C=CC=CC=1.[CH2:12]([OH:30])[CH2:13][CH2:14][CH2:15][CH2:16][CH2:17][CH2:18][CH2:19]/[CH:20]=[CH:21]\[CH2:22][CH2:23][CH2:24][CH2:25][CH2:26][CH2:27][CH2:28][CH3:29].CCOCC>ClCCl>[CH:12](=[O:30])[CH2:13][CH2:14][CH2:15][CH2:16][CH2:17][CH2:18][CH2:19]/[CH:20]=[CH:21]\[CH2:22][CH2:23][CH2:24][CH2:25][CH2:26][CH2:27][CH2:28][CH3:29] |f:0.1|. Conditions: time 4 hour. Reactants: [Cr](=O)(=O)([O-])Cl.[NH+]1=CC=CC=C1 (pyridinium chlorochromate), C(CCCCCCC\C=C/CCCCCCCC)O (oleyl alcohol), CCOCC (ether). Reported procedure: An 18 g portion of pyridinium chlorochromate was slurried in 200 ml of dichloromethane. A solution of 15 g of oleyl alcohol in 200 ml of dichloromethane was added. This mixture was stirred for 4 hours, then poured into ether and filtered through hydrous magnesium silicate. The filtrate was evaporated, giving 13.42 g of the desired compound as a colorless liquid. Product: C(CCCCCCC\C=C/CCCCCCCC)=O (Olealdehyde). The solvent is ClCCl (dichloromethane), ClCCl (dichloromethane). The reactants are hydrochloride salt, CC1=CC=C(C=C1)S(=O)(=O)OCC1OC2=C(C1)C=C(C=C2C2=C(C=CC=C2)OC)C ((±)-[7-(2-methoxyphenyl) 5-methyl-2,3-dihydro-1-benzofuran-2-yl]methyl 4-methylbenzenesulfonate), CN (methylamine). Yields the product COC1=C(C=CC=C1)C1=CC(=CC=2CC(OC21)CNC)C ((±)-{[7-(2-methoxyphenyl)-5-methyl-2,3-dihydro-1-benzofuran-2-yl]methyl}methylamine). As a reaction SMILES: CC1C=CC(S(O[CH2:12][CH:13]2[CH2:17][C:16]3[CH:18]=[C:19]([CH3:30])[CH:20]=[C:21]([C:22]4[CH:27]=[CH:26][CH:25]=[CH:24][C:23]=4[O:28][CH3:29])[C:15]=3[O:14]2)(=O)=O)=CC=1.[CH3:31][NH2:32]>>[CH3:29][O:28][C:23]1[CH:24]=[CH:25][CH:26]=[CH:27][C:22]=1[C:21]1[C:15]2[O:14][CH:13]([CH2:12][NH:32][CH3:31])[CH2:17][C:16]=2[CH:18]=[C:19]([CH3:30])[CH:20]=1. Procedure: The title compound was prepared (0.041 g, 32%) following the general procedure of Example 390 as a white solid, hydrochloride salt from (±)-[7-(2-methoxyphenyl) 5-methyl-2,3-dihydro-1-benzofuran-2-yl]methyl 4-methylbenzenesulfonate (0.17 g, 0.40 mmol) and methylamine (0.124 g, 4.0 mmol). mp 165-166° C.